The task is: describe an organic reaction: reactants, conditions, products, and yield. This data is from the Open Reaction Database (ORD), a public repository of structured organic reaction records. Reactants: CC(=O)NCCc1cccc(N)c1, CCOC(=O)Cl, O, c1ccncc1. Product: CCOC(=O)Nc1cccc(CCNC(C)=O)c1. As a reaction SMILES: [C:1]([CH3:2])(=[O:3])[NH:4][CH2:5][CH2:6][c:7]1[cH:8][c:9]([NH2:13])[cH:10][cH:11][cH:12]1.[Cl:14][C:15](=[O:16])[O:17][CH2:18][CH3:19].[OH2:20].[cH:21]1[cH:22][cH:23][n:24][cH:25][cH:26]1>>[C:1]([CH3:2])(=[O:3])[NH:4][CH2:5][CH2:6][c:7]1[cH:8][c:9]([NH:13][C:15](=[O:16])[O:17][CH2:18][CH3:19])[cH:10][cH:11][cH:12]1. The reactants are C(N)N (methanediamine), C(C(=C)C)(=O)[O-].C(CCC)[Sn+](CCCC)CCCC (Tributyltin methacrylate), C(C(=C)C)(=O)OCC1CO1 (glycidyl methacrylate), N(=NC(C#N)(C)C)C(C#N)(C)C (2,2'-azobis(2-methylpropionitrile)), epoxide. The solvent is C1(=CC=CC=C1)C (toluene). Product: C(C(=C)C)(=O)[O-].C(CCC)[Sn+](CCCC)CCCC.C(C(=C)C)(=O)OCC1CO1 (tributyltin methacrylate glycidyl methacrylate). RXN SMILES: [C:1]([O-:6])(=[O:5])[C:2]([CH3:4])=[CH2:3].[CH2:7]([Sn+:11]([CH2:16][CH2:17][CH2:18][CH3:19])[CH2:12][CH2:13][CH2:14][CH3:15])[CH2:8][CH2:9][CH3:10].[C:20]([O:25][CH2:26][CH:27]1[O:29][CH2:28]1)(=[O:24])[C:21]([CH3:23])=[CH2:22].N(C(C)(C)C#N)=NC(C)(C)C#N.C(N)N>C1(C)C=CC=CC=1>[C:1]([O-:6])(=[O:5])[C:2]([CH3:4])=[CH2:3].[CH2:16]([Sn+:11]([CH2:7][CH2:8][CH2:9][CH3:10])[CH2:12][CH2:13][CH2:14][CH3:15])[CH2:17][CH2:18][CH3:19].[C:20]([O:25][CH2:26][CH:27]1[O:29][CH2:28]1)(=[O:24])[C:21]([CH3:23])=[CH2:22] |f:0.1,6.7.8|. Procedure: The reaction is carried out in a 300 ml, 3-necked flask equipped with a reflux condenser, a thermometer such that it reads the temperature of the vapor, and a magnetic stirrer. Tributyltin methacrylate (0.07 moles), glycidyl methacrylate (0.07 moles) and 2,2'-azobis(2-methylpropionitrile) (0.6% by weight) are reacted in 90 ml of toluene. The reaction is refluxed for 16 hours between 75°-80°C. The polymer is a clear, film forming resin which can be cured to a hard film by methanediamine (one equi... Starting materials: C1CCOC1, CO, CCOC(C)=O, CS(=O)(=O)CCN(Cc1cccc(Nc2nccc(-c3c(-c4cccc(NC(=O)c5cc(F)ccc5F)c4)nn4ccccc34)n2)c1)C(=O)C(F)(F)F, [Li+], [OH-], O, O. Product: CS(=O)(=O)CCNCc1cccc(Nc2nccc(-c3c(-c4cccc(NC(=O)c5cc(F)ccc5F)c4)nn4ccccc34)n2)c1. RXN SMILES: [CH2:58]1[O:59][CH2:60][CH2:61][CH2:62]1.[CH3:63][OH:64].[CH3:65][CH2:66][O:67][C:68]([CH3:69])=[O:70].[F:1][c:2]1[c:3]([C:4](=[O:5])[NH:6][c:7]2[cH:8][c:9](-[c:13]3[n:14][n:15]4[c:16]([cH:17][cH:18][cH:19][cH:20]4)[c:21]3-[c:22]3[n:23][c:24]([NH:28][c:29]4[cH:30][c:31]([CH2:35][N:36]([C:37](=[O:38])[C:39]([F:40])([F:41])[F:42])[CH2:43][CH2:44][S:45](=[O:46])(=[O:47])[CH3:48])[cH:32][cH:33][cH:34]4)[n:25][cH:26][cH:27]3)[cH:10][cH:11][cH:12]2)[cH:49][c:50]([F:53])[cH:51][cH:52]1.[Li+:56].[OH-:55].[OH2:54].[OH2:57]>>[F:1][c:2]1[c:3]([C:4](=[O:5])[NH:6][c:7]2[cH:8][c:9](-[c:13]3[n:14][n:15]4[c:16]([cH:17][cH:18][cH:19][cH:20]4)[c:21]3-[c:22]3[n:23][c:24]([NH:28][c:29]4[cH:30][c:31]([CH2:35][NH:36][CH2:43][CH2:44][S:45](=[O:46])(=[O:47])[CH3:48])[cH:32][cH:33][cH:34]4)[n:25][cH:26][cH:27]3)[cH:10][cH:11][cH:12]2)[cH:49][c:50]([F:53])[cH:51][cH:52]1. The reactants are Cl (HCl), TEA, NCC=1C=C2CN(C(C2=CC1)=O)C1C(NC(CC1)=O)=O (3-(5-aminomethyl-1-oxo-1,3-dihydro-isoindol-2-yl)-piperidine-2,6-dione), N(=C=O)C1=CC(=CC(=C1)C)C (1-isocyanato-3,5-dimethyl-benzene). The solvent is C(C)#N (acetonitrile). Reaction conditions: time 1 hour. The product is CC=1C=C(C=C(C1)C)NC(=O)NCC=1C=C2CN(C(C2=CC1)=O)C1C(NC(CC1)=O)=O (1-(3,5-dimethyl-phenyl)-3-[2-(2,6-dioxo-piperidin-3-yl)-1-oxo-2,3-dihydro-1H-isoindol-5-ylmethyl]-urea). The yield is 66.6%. Reaction SMILES: [NH2:1][CH2:2][C:3]1[CH:4]=[C:5]2[C:9](=[CH:10][CH:11]=1)[C:8](=[O:12])[N:7]([CH:13]1[CH2:18][CH2:17][C:16](=[O:19])[NH:15][C:14]1=[O:20])[CH2:6]2.[N:21]([C:24]1[CH:29]=[C:28]([CH3:30])[CH:27]=[C:26]([CH3:31])[CH:25]=1)=[C:22]=[O:23].Cl>C(#N)C>[CH3:31][C:26]1[CH:25]=[C:24]([NH:21][C:22]([NH:1][CH2:2][C:3]2[CH:4]=[C:5]3[C:9](=[CH:10][CH:11]=2)[C:8](=[O:12])[N:7]([CH:13]2[CH2:18][CH2:17][C:16](=[O:19])[NH:15][C:14]2=[O:20])[CH2:6]3)=[O:23])[CH:29]=[C:28]([CH3:30])[CH:27]=1. Procedure details: TEA (0.28 ml, 2 mmol) was added to a stirred mixture of 3-(5-aminomethyl-1-oxo-1,3-dihydro-isoindol-2-yl)-piperidine-2,6-dione (0.37 g, 1 mmol) and 1-isocyanato-3,5-dimethyl-benzene (0.17 mg, 1 mmol) in acetonitrile (10 mL) under nitrogen. The mixture was stirred at ambient temperature for 1 h, during which time it remained a suspension. The reaction was then monitored and determined to be complete. A 3.5% aqueous HCl solution (10 mL) was added, and the mixture was stirred for 10 minutes. The so... Reactants: CC(=O)OC1OC(COC(=O)c2ccccc2)C(OC(=O)c2ccccc2)C1OC(=O)c1ccccc1, [Cl-], [Cl-], [Cl-], [Cl-], ClCCl, [Ti+4]. Product: O=C(OCC1OC(Cl)C(OC(=O)c2ccccc2)C1OC(=O)c1ccccc1)c1ccccc1. Reaction SMILES: [C:1]([O:2][CH:5]1[CH:6]([O:7][C:8]([c:9]2[cH:10][cH:11][cH:12][cH:13][cH:14]2)=[O:15])[CH:16]([O:17][C:18]([c:19]2[cH:20][cH:21][cH:22][cH:23][cH:24]2)=[O:25])[CH:26]([CH2:28][O:29][C:30]([c:31]2[cH:32][cH:33][cH:34][cH:35][cH:36]2)=[O:37])[O:27]1)(=[O:3])[CH3:4].[Cl-:41].[Cl-:42].[Cl-:43].[Cl-:44].[Cl:38][CH2:39][Cl:40].[Ti+4:45]>>[CH:5]1([Cl:38])[CH:6]([O:7][C:8]([c:9]2[cH:10][cH:11][cH:12][cH:13][cH:14]2)=[O:15])[CH:16]([O:17][C:18]([c:19]2[cH:20][cH:21][cH:22][cH:23][cH:24]2)=[O:25])[CH:26]([CH2:28][O:29][C:30]([c:31]2[cH:32][cH:33][cH:34][cH:35][cH:36]2)=[O:37])[O:27]1. The reactants are N(=[N+]=[N-])C1C(N(C2=C(CCCC1)C=CC=C2)CC(=O)OCC)=O (3-azido-1-ethoxycarbonylmethyl-1,3,4,5,6,7-hexahydro-1-benzazonin-2one). Reagents/catalysts: [Pd] (palladium on charcoal). The solvent is C(C)O (ethanol). The product is NC1C(N(C2=C(CCCC1)C=CC=C2)CC(=O)OCC)=O (3-amino-1-ethoxycarbonylmethyl-1,3,4,5,6,7-hexahydro-1-benzazonin-2-one). RXN SMILES: [N:1]([CH:4]1[CH2:12][CH2:11][CH2:10][CH2:9][C:8]2[CH:13]=[CH:14][CH:15]=[CH:16][C:7]=2[N:6]([CH2:17][C:18]([O:20][CH2:21][CH3:22])=[O:19])[C:5]1=[O:23])=[N+]=[N-]>C(O)C.[Pd]>[NH2:1][CH:4]1[CH2:12][CH2:11][CH2:10][CH2:9][C:8]2[CH:13]=[CH:14][CH:15]=[CH:16][C:7]=2[N:6]([CH2:17][C:18]([O:20][CH2:21][CH3:22])=[O:19])[C:5]1=[O:23]. Procedure: A solution of 3-azido-1-ethoxycarbonylmethyl-1,3,4,5,6,7-hexahydro-1-benzazonin-2one (5.0 g) in ethanol (500 ml) is hydrogenated at atmospheric pressure using 10% palladium on charcoal (0.7 g) as catalyst. The catalyst is filered off and the solvent removed under reduced pressure to give 3-amino-1-ethoxycarbonylmethyl-1,3,4,5,6,7-hexahydro-1-benzazonin-2-one. The reactants are C1COCCN1, CC(C)O, CN1C(=O)c2ccccc2N(C(=O)CCCl)c2ccccc21. The product is CN1C(=O)c2ccccc2N(C(=O)CCN2CCOCC2)c2ccccc21, Cl. RXN SMILES: [CH2:23]1[CH2:24][O:25][CH2:26][CH2:27][NH:28]1.[CH:29]([OH:30])([CH3:31])[CH3:32].[Cl:1][CH2:2][CH2:3][C:4](=[O:5])[N:6]1[c:7]2[c:8]([cH:19][cH:20][cH:21][cH:22]2)[N:9]([CH3:18])[C:10](=[O:17])[c:11]2[c:12]1[cH:13][cH:14][cH:15][cH:16]2>>[CH2:2]([CH2:3][C:4](=[O:5])[N:6]1[c:7]2[c:8]([cH:19][cH:20][cH:21][cH:22]2)[N:9]([CH3:18])[C:10](=[O:17])[c:11]2[c:12]1[cH:13][cH:14][cH:15][cH:16]2)[N:28]1[CH2:23][CH2:24][O:25][CH2:26][CH2:27]1.[ClH:1].